describe an organic reaction: reactants, conditions, products, and yield From a dataset of the Open Reaction Database (ORD), a public repository of structured organic reaction records. Reactants: CCN(CC)C(=O)Oc1nc(cccc2)c2cc1 (substrate), CC(C)C[Al](CC(C)C)c1ccccc1 (effective_coupling_partner). The reagents and catalysts are PCy3. Reaction conditions: temperature 70 celsius, time 24 hour. Yields the product c1ccccc1c1nc(cccc2)c2cc1.